Task: describe an organic reaction: reactants, conditions, products, and yield. Dataset: the Open Reaction Database (ORD), a public repository of structured organic reaction records The reactants are C(C)OC1=NC2=CC=CC(=C2C=C1)[N+](=O)[O-] (2-ethoxy-5-nitroquinoline), [H][H] (hydrogen). The reagents and catalysts are [Pd] (Pd—C). The solvent is C(C)(=O)OCC (ethyl acetate). The product is NC1=C2C=CC(=NC2=CC=C1)OCC (5-Amino-2-ethoxyquinoline). As a reaction SMILES: [CH2:1]([O:3][C:4]1[CH:13]=[CH:12][C:11]2[C:6](=[CH:7][CH:8]=[CH:9][C:10]=2[N+:14]([O-])=O)[N:5]=1)[CH3:2].[H][H]>C(OCC)(=O)C.[Pd]>[NH2:14][C:10]1[CH:9]=[CH:8][CH:7]=[C:6]2[C:11]=1[CH:12]=[CH:13][C:4]([O:3][CH2:1][CH3:2])=[N:5]2. Procedure: 860 mg (3.9 mmol) of 2-ethoxy-5-nitroquinoline is stirred in 25 ml of ethyl acetate in the presence of 235 mg of 10% Pd—C for 4.5 hours in a hydrogen atmosphere. The batch is filtered, and the filtrate is concentrated by evaporation: 720 mg of a light yellow oil.